Dataset: the Open Reaction Database (ORD), a public repository of structured organic reaction records. Task: describe an organic reaction: reactants, conditions, products, and yield Product: C(C)S(=O)(=O)C1=CC=C(OC2=C(C(=CC3=CC=C(C=C23)F)C=O)C)C=C1 (4-(4-ethanesulfonyl-phenoxy)-6-fluoro-3-methyl-naphthalene-2-carbaldehyde). The reactants are FC=1C=C2C(=C(C(=CC2=CC1)C=O)C)O (6-fluoro-4-hydroxy-3-methyl-naphthalene-2-carbaldehyde), 1-1,4-(4-ethanesulfonyl-phenoxy)-6-fluoro-3-methyl-naphthalene-2-carbaldehyde, C(C)S(=O)(=O)C1=CC=C(C=C1)F (1-ethanesulfonyl-4-fluoro-benzene), methyl ester. Reported procedure: Starting with 6-fluoro-4-hydroxy-3-methyl-naphthalene-2-carbaldehyde (115 mg, 0.6 mmol) and 1-ethanesulfonyl-4-fluoro-benzene (226 mg, 1.2 mmol), using a method analogous to the one described for the methyl ester of example 1-1,4-(4-ethanesulfonyl-phenoxy)-6-fluoro-3-methyl-naphthalene-2-carbaldehyde (120 mg, 57%) was obtained as a yellow solid which was used in the next step without further purification. 1H NMR (400 MHz, CDCl3) δ ppm 10.35 (s, 1H), 8.32 (s, 1H), 8.07 (dd, J=8.97, 5.68 Hz, 1H), ... As a reaction SMILES: [F:1][C:2]1[CH:3]=[C:4]2[C:9](=[CH:10][CH:11]=1)[CH:8]=[C:7]([CH:12]=[O:13])[C:6]([CH3:14])=[C:5]2[OH:15].[CH2:16]([S:18]([C:21]1[CH:26]=[CH:25][C:24](F)=[CH:23][CH:22]=1)(=[O:20])=[O:19])[CH3:17]>>[CH2:16]([S:18]([C:21]1[CH:26]=[CH:25][C:24]([O:15][C:5]2[C:4]3[C:9](=[CH:10][CH:11]=[C:2]([F:1])[CH:3]=3)[CH:8]=[C:7]([CH:12]=[O:13])[C:6]=2[CH3:14])=[CH:23][CH:22]=1)(=[O:19])=[O:20])[CH3:17]. The reactants are CC(CCN1C=NC2=C1C=CC=C2)N (α-methyl-1H-benzimidazole-1-propanamine), NC(CC1=CC=C(OCC2CO2)C=C1)=O (1-[4-(2-amino-2-oxoethyl)phenoxy]-2,3-epoxypropane). Run in CO (methanol). Yields the product NC(CC1=CC=C(OCC(CNC(CCN2C=NC3=C2C=CC=C3)C)O)C=C1)=O (N-{3-[4-(2-amino-2-oxoethyl)phenoxy]-2-hydroxypropyl}-α-methyl-1H-benzimidazole-1-propanamine). RXN SMILES: [CH3:1][CH:2]([NH2:14])[CH2:3][CH2:4][N:5]1[C:9]2[CH:10]=[CH:11][CH:12]=[CH:13][C:8]=2[N:7]=[CH:6]1.[NH2:15][C:16](=[O:29])[CH2:17][C:18]1[CH:28]=[CH:27][C:21]([O:22][CH2:23][CH:24]2[O:26][CH2:25]2)=[CH:20][CH:19]=1>CO>[NH2:15][C:16](=[O:29])[CH2:17][C:18]1[CH:19]=[CH:20][C:21]([O:22][CH2:23][CH:24]([OH:26])[CH2:25][NH:14][CH:2]([CH3:1])[CH2:3][CH2:4][N:5]2[C:9]3[CH:10]=[CH:11][CH:12]=[CH:13][C:8]=3[N:7]=[CH:6]2)=[CH:27][CH:28]=1. Procedure: A mixture of 1.65 grams of α-methyl-1H-benzimidazole-1-propanamine and 1.82 grams of 1-[4-(2-amino-2-oxoethyl)phenoxy]-2,3-epoxypropane in 6 ml. of 95 percent methanol was refluxed for 19 hours. The solvent was evaporated from the mixture and the residual solid was triturated several times with ether. The solid was then dried and chromatographed on a silica gel column using methanol. The fractions containing the desired product were determined by thin-layer chromatography and combined. The solve... The reactants are C(C1=CC=CC=C1)OC1=CC(=NC(=C1)Cl)C(=O)OC (methyl 4-(benzyloxy)-6-chloropyridine-2-carboxylate), [H-].[Al+3].[Li+].[H-].[H-].[H-] (lithium aluminum hydride). Solvent: C(C)(=O)OCC (ethyl acetate), O1CCCC1 (tetrahydrofuran). Reaction conditions: time 2 hour. Product: C(C1=CC=CC=C1)OC1=CC(=NC(=C1)Cl)CO ((4-(benzyloxy)-6-chloropyridin-2-yl)methanol). Reaction SMILES: [CH2:1]([O:8][C:9]1[CH:14]=[C:13]([Cl:15])[N:12]=[C:11]([C:16](OC)=[O:17])[CH:10]=1)[C:2]1[CH:7]=[CH:6][CH:5]=[CH:4][CH:3]=1.[H-].[Al+3].[Li+].[H-].[H-].[H-]>O1CCCC1.C(OCC)(=O)C>[CH2:1]([O:8][C:9]1[CH:14]=[C:13]([Cl:15])[N:12]=[C:11]([CH2:16][OH:17])[CH:10]=1)[C:2]1[CH:3]=[CH:4][CH:5]=[CH:6][CH:7]=1 |f:1.2.3.4.5.6|. Reported procedure: To a solution of 500 mg of methyl 4-(benzyloxy)-6-chloropyridine-2-carboxylate (WO2006/046734, page 123, Example 116(5)) in 3 ml of tetrahydrofuran was added 78 mg of lithium aluminum hydride at room temperature, followed by stirring the reaction mixture at room temperature for 2 hours. The reaction mixture was diluted with ethyl acetate, and washed with saturated aqueous ammonium chloride solution, water and brine. The ethyl acetate solution was dried over anhydrous magnesium sulfate, and filte... Product: [N+](=O)([O-])C=1C(NN=C(C1C1=CC=CC=C1)C1=CC=CC=C1)=O (4-Nitro-5,6-diphenyl-(2H)-pyridazin-3-one). Procedure: 8.96 g (0.040 mole) of benzilmonohydrazone, 5.3 g (0.040 mole) of ethylnitroacetate and 4.8 g (0.056 mole) of piperidine in 100 mL of benzene were heated in a round bottom flask with a Dean-Stark trap and condenser for 24 hrs. RXN SMILES: [C:1]1([C:7](=[N:16][NH2:17])[C:8]([C:10]2[CH:15]=[CH:14][CH:13]=[CH:12][CH:11]=2)=O)[CH:6]=[CH:5][CH:4]=[CH:3][CH:2]=1.C([O:20][C:21](=O)[CH2:22][N+:23]([O-:25])=[O:24])C.N1CCCCC1>C1C=CC=CC=1>[N+:23]([C:22]1[C:21](=[O:20])[NH:17][N:16]=[C:7]([C:1]2[CH:6]=[CH:5][CH:4]=[CH:3][CH:2]=2)[C:8]=1[C:10]1[CH:15]=[CH:14][CH:13]=[CH:12][CH:11]=1)([O-:25])=[O:24]. Run in C1=CC=CC=C1 (benzene). The reactants are C1(=CC=CC=C1)C(C(=O)C1=CC=CC=C1)=NN (benzilmonohydrazone), C(C)OC(C[N+](=O)[O-])=O (ethylnitroacetate), N1CCCCC1 (piperidine). The reactants are C1(CCCCC1)OC=1C=CC2=C(C=C(CCC2)C(=O)OC)C1 (methyl 2-cyclohexyloxy-6,7-dihydro-5H-benzocycloheptene-8-carboxylate), Cl (hydrochloric acid), aqueous solution, [OH-].[Na+] (sodium hydroxide). The solvent is CO (methanol), C1CCOC1 (THF). Conditions: temperature 50 celsius, time 6 hour. Product: C1(CCCCC1)OC=1C=CC2=C(C=C(CCC2)C(=O)O)C1 (2-cyclohexyloxy-6,7-dihydro-5H-benzocycloheptene-8-carboxylic acid). The yield is 98.5%. As a reaction SMILES: [CH:1]1([O:7][C:8]2[CH:9]=[CH:10][C:11]3[CH2:17][CH2:16][CH2:15][C:14]([C:18]([O:20]C)=[O:19])=[CH:13][C:12]=3[CH:22]=2)[CH2:6][CH2:5][CH2:4][CH2:3][CH2:2]1.[OH-].[Na+].Cl>CO.C1COCC1>[CH:1]1([O:7][C:8]2[CH:9]=[CH:10][C:11]3[CH2:17][CH2:16][CH2:15][C:14]([C:18]([OH:20])=[O:19])=[CH:13][C:12]=3[CH:22]=2)[CH2:2][CH2:3][CH2:4][CH2:5][CH2:6]1 |f:1.2|. Procedure: To methyl 2-cyclohexyloxy-6,7-dihydro-5H-benzocycloheptene-8-carboxylate (412 mg, 1.37 mmol) dissolved in a mixed solvent of methanol (5 ml) and THF (5 ml) was added a 1N aqueous solution of sodium hydroxide (4.0 ml), and the resulting mixture was stirred at 50° C. for 6 hours. The reaction mixture was mixed with 1 N hydrochloric acid (4.0 ml) at 0° C., was concentrated under reduced pressure and was mixed with water, and an insoluble material was collected by filtration. The insoluble material ... Starting materials: [Br-], CCCCCCCCCCCCCCCC[P+](CC)(CC)CC, CO, ClCCN(CCCl)Cc1ccccc1, Cl, Cl, [K+], N#CCc1ccccc1, [Na+], [OH-], [OH-], O. Yields the product Cl, N#CC1(c2ccccc2)CCN(Cc2ccccc2)CC1. Reaction SMILES: [Br-:27].[CH2:28]([P+:29]([CH2:30][CH3:31])([CH2:32][CH3:33])[CH2:34][CH3:35])[CH2:36][CH2:37][CH2:38][CH2:39][CH2:40][CH2:41][CH2:42][CH2:43][CH2:44][CH2:45][CH2:46][CH2:47][CH2:48][CH2:49][CH3:50].[CH3:54][OH:55].[Cl:13][CH2:14][CH2:15][N:16]([CH2:17][CH2:18][Cl:19])[CH2:20][c:21]1[cH:22][cH:23][cH:24][cH:25][cH:26]1.[ClH:12].[ClH:51].[K+:53].[N:1]#[C:2][CH2:3][c:4]1[cH:5][cH:6][cH:7][cH:8][cH:9]1.[Na+:11].[OH-:10].[OH-:52].[OH2:56]>>[ClH:13].[N:1]#[C:2][C:3]1([c:4]2[cH:5][cH:6][cH:7][cH:8][cH:9]2)[CH2:14][CH2:15][N:16]([CH2:20][c:21]2[cH:22][cH:23][cH:24][cH:25][cH:26]2)[CH2:17][CH2:18]1.